From a dataset of the Open Reaction Database (ORD), a public repository of structured organic reaction records. describe an organic reaction: reactants, conditions, products, and yield Reactants: CCCCCCCCCCCCCCCCCCCc1ccncc1, CN(C)c1ccccc1, [NH2-], [Na], O. Product: CCCCCCCCCCCCCCCCCCCc1ccnc(N)c1. RXN SMILES: [CH2:1]([CH2:2][CH2:3][CH2:4][CH2:5][CH2:6][CH2:7][CH2:8][CH2:9][CH2:10][CH2:11][CH2:12][CH2:13][CH2:14][CH2:15][CH2:16][CH2:17][CH2:18][CH3:19])[c:20]1[cH:21][cH:22][n:23][cH:24][cH:25]1.[CH3:28][N:29]([c:30]1[cH:31][cH:32][cH:33][cH:34][cH:35]1)[CH3:36].[NH2-:27].[Na:26].[OH2:37]>>[CH2:1]([CH2:2][CH2:3][CH2:4][CH2:5][CH2:6][CH2:7][CH2:8][CH2:9][CH2:10][CH2:11][CH2:12][CH2:13][CH2:14][CH2:15][CH2:16][CH2:17][CH2:18][CH3:19])[c:20]1[cH:21][cH:22][n:23][c:24]([NH2:29])[cH:25]1. Reactants: NC1=NN2C(C(=CC=C2)C2=CC=C(C=C2)S(=O)(=O)N(C)C)=N1 (4-(2-amino-[1,2,4]triazolo[1,5-a]pyridin-8-yl)-N,N-dimethyl-benzenesulfonamide), BrC1=CC=C(C=C1)N1CCN(CC1)C (1-(4-bromo-phenyl)-4-methyl-piperazine), C1(CCCCC1)P(C1=C(C=CC=C1)C1=C(C=CC=C1)P(C1CCCCC1)C1CCCCC1)C1CCCCC1 (2,2′-bis-dicyclohexylphosphanyl-biphenyl). Yields the product CN(S(=O)(=O)C1=CC=C(C=C1)C=1C=2N(C=CC1)N=C(N2)NC2=CC=C(C=C2)N2CCN(CC2)C)C (N,N-Dimethyl-4-{2-[4-(4-methyl-piperazin-1-yl)-phenylamino]-[1,2,4]triazolo[1,5-a]pyridin-8-yl}-benzenesulfonamide), foam. The yield is 29.0%. Reaction SMILES: [NH2:1][C:2]1[N:22]=[C:5]2[C:6]([C:10]3[CH:15]=[CH:14][C:13]([S:16]([N:19]([CH3:21])[CH3:20])(=[O:18])=[O:17])=[CH:12][CH:11]=3)=[CH:7][CH:8]=[CH:9][N:4]2[N:3]=1.Br[C:24]1[CH:29]=[CH:28][C:27]([N:30]2[CH2:35][CH2:34][N:33]([CH3:36])[CH2:32][CH2:31]2)=[CH:26][CH:25]=1.C1(P(C2CCCCC2)C2C=CC=CC=2C2C=CC=CC=2P(C2CCCCC2)C2CCCCC2)CCCCC1>>[CH3:21][N:19]([CH3:20])[S:16]([C:13]1[CH:12]=[CH:11][C:10]([C:6]2[C:5]3[N:4]([N:3]=[C:2]([NH:1][C:24]4[CH:25]=[CH:26][C:27]([N:30]5[CH2:35][CH2:34][N:33]([CH3:36])[CH2:32][CH2:31]5)=[CH:28][CH:29]=4)[N:22]=3)[CH:9]=[CH:8][CH:7]=2)=[CH:15][CH:14]=1)(=[O:18])=[O:17]. Procedure details: N,N-Dimethyl-4-{2-[4-(4-methyl-piperazin-1-yl)-phenylamino]-[1,2,4]triazolo[1,5-a]pyridin-8-yl}-benzenesulfonamide was prepared from 4-(2-amino-[1,2,4]triazolo[1,5-a]pyridin-8-yl)-N,N-dimethyl-benzenesulfonamide (75.0 mg, 0.236 mmol) and 1-(4-bromo-phenyl)-4-methyl-piperazine (75.0 mg, 0.294 mmol) with 2,2′-bis-dicyclohexylphosphanyl-biphenyl (48.0 mg, 0.0878 mmol) as the ligand in a manner analogous to Step 2d. The title compound was isolated as a yellow foam (0.034 g, 29%). 1H NMR (400 MHz, CD... The reactants are Cc1nc2cc(Br)ccc2c(=O)[nH]1, CN(C)c1ccccc1, O=P(Cl)(Cl)Cl. Product: Cc1nc(Cl)c2ccc(Br)cc2n1. RXN SMILES: [Br:1][c:2]1[cH:3][cH:4][c:5]2[c:6](=[O:13])[nH:7][c:8]([CH3:12])[n:9][c:10]2[cH:11]1.[CH3:19][N:20]([c:21]1[cH:22][cH:23][cH:24][cH:25][cH:26]1)[CH3:27].[P:14]([Cl:15])([Cl:16])([Cl:17])=[O:18]>>[Br:1][c:2]1[cH:3][cH:4][c:5]2[c:6]([Cl:16])[n:7][c:8]([CH3:12])[n:9][c:10]2[cH:11]1. Reactants: CCCC[N+](CCCC)(CCCC)CCCC, [F-], COc1cccc(S(=O)(=O)Nc2ccc(F)c(C(O)c3cn([Si](C(C)C)(C(C)C)C(C)C)c4ncccc34)c2F)c1, C1CCOC1, O. Product: COc1cccc(S(=O)(=O)Nc2ccc(F)c(C(O)c3c[nH]c4ncccc34)c2F)c1. As a reaction SMILES: [CH2:43]([N+:44]([CH2:45][CH2:46][CH2:47][CH3:48])([CH2:49][CH2:50][CH2:51][CH3:52])[CH2:53][CH2:54][CH2:55][CH3:56])[CH2:57][CH2:58][CH3:59].[F-:42].[F:1][c:2]1[c:3]([NH:30][S:31](=[O:32])(=[O:33])[c:34]2[cH:35][c:36]([O:40][CH3:41])[cH:37][cH:38][cH:39]2)[cH:4][cH:5][c:6]([F:29])[c:7]1[CH:8]([c:9]1[cH:10][n:11]([Si:18]([CH:19]([CH3:20])[CH3:21])([CH:22]([CH3:23])[CH3:24])[CH:25]([CH3:26])[CH3:27])[c:12]2[n:13][cH:14][cH:15][cH:16][c:17]12)[OH:28].[O:61]1[CH2:62][CH2:63][CH2:64][CH2:65]1.[OH2:60]>>[F:1][c:2]1[c:3]([NH:30][S:31](=[O:32])(=[O:33])[c:34]2[cH:35][c:36]([O:40][CH3:41])[cH:37][cH:38][cH:39]2)[cH:4][cH:5][c:6]([F:29])[c:7]1[CH:8]([c:9]1[cH:10][nH:11][c:12]2[n:13][cH:14][cH:15][cH:16][c:17]12)[OH:28].